Dataset: the Open Reaction Database (ORD), a public repository of structured organic reaction records. Task: describe an organic reaction: reactants, conditions, products, and yield Starting materials: OCCCCCCCCCCCCCCCCCCC1=C(C=C(C(=C1O)OC)OC)C (6-(18-hydroxyoctadecyl)-2,3-dimethoxy-5-methylphenol), 18-acetoxy, N([O])(S(=O)(=O)[O-])S(=O)(=O)[O-].[K+].[K+] (potassium nitrosodisulfonate), O (water), P(=O)([O-])(O)O.[K+] (monopotassium phosphate). Run in CN(C=O)C (dimethylformamide), CO (methanol). Conditions: time 45 day. Yields the product OCCCCCCCCCCCCCCCCCCC1=C(C(C(=C(C1=O)OC)OC)=O)C (6-(18-hydroxyoctadecyl)-2,3-dimethoxy-5-methyl-1,4-benzoquinone). The yield is 60.1%. Reaction SMILES: [OH:1][CH2:2][CH2:3][CH2:4][CH2:5][CH2:6][CH2:7][CH2:8][CH2:9][CH2:10][CH2:11][CH2:12][CH2:13][CH2:14][CH2:15][CH2:16][CH2:17][CH2:18][CH2:19][C:20]1[C:25]([OH:26])=[C:24]([O:27][CH3:28])[C:23]([O:29][CH3:30])=[CH:22][C:21]=1[CH3:31].N(S([O-])(=O)=O)(S([O-])(=O)=[O:35])[O].[K+].[K+].O.P(O)(O)([O-])=O.[K+]>CN(C)C=O.CO>[OH:1][CH2:2][CH2:3][CH2:4][CH2:5][CH2:6][CH2:7][CH2:8][CH2:9][CH2:10][CH2:11][CH2:12][CH2:13][CH2:14][CH2:15][CH2:16][CH2:17][CH2:18][CH2:19][C:20]1[C:25](=[O:26])[C:24]([O:27][CH3:28])=[C:23]([O:29][CH3:30])[C:22](=[O:35])[C:21]=1[CH3:31] |f:1.2.3,5.6,^1:40|. Reported procedure: The above 18-acetoxy compound was deacetylated by the corresponding procedure of Example 6 and the resultant 6-(18-hydroxyoctadecyl)-2,3-dimethoxy-5-methylphenol (0.5 g) is dissolved in dimethylformamide (1 l). To this solution is added potassium nitrosodisulfonate (13 g), 700 ml of water, 100 ml of methanol and monopotassium phosphate (1 g), and the mixture is stirred at room temperature for 45 days. The product is extracted in the conventional manner and recrystallized from ether-hexane. The a... Reactants: [N+](=O)(O)[O-] (nitric acid), OCC(=O)C1=CC=CC=C1 (2-hydroxyacetophenone), C(C)(=O)O (acetic acid), 3- and 5-nitro. Conditions: time 17 hour. Product: CC(=O)C1=C(C(=CC=C1)[N+](=O)[O-])O (2-hydroxy-3-nitroacetophenone). Reaction SMILES: O[CH2:2][C:3]([C:5]1[CH:10]=[CH:9][CH:8]=[CH:7][CH:6]=1)=[O:4].[N+:11]([O-])([OH:13])=[O:12].C(O)(=[O:17])C>>[CH3:2][C:3]([C:5]1[CH:10]=[CH:9][CH:8]=[C:7]([N+:11]([O-:13])=[O:12])[C:6]=1[OH:17])=[O:4]. Procedure: 10.0 g of 2-hydroxyacetophenone is dissolved in 60 ml of glacial acetic acid. 10.4 ml of nitric acid (specific gravity=1.40) is then added over 2 hours at room temperature. The mixture is stirred for 17 hours, then poured onto ice and the resulting precipitate (containing both the 3- and 5-nitro isomers) collected. The isomers are separated by HPLC to give 4.0 g of 2-hydroxy-3-nitroacetophenone.